Task: describe an organic reaction: reactants, conditions, products, and yield. Dataset: the Open Reaction Database (ORD), a public repository of structured organic reaction records Reported procedure: 411 mg of 4-[4-((2S)-2-amino-2-tert-butoxycarbonyl-ethyl)-phenoxy]-butyric acid ethyl ester were dissolved in 10 ml of anhydrous DMF and cooled to 0° C. 191 mg of 4-toluenesulfonyl chloride and 0.34 ml of diisopropylethylamine were added and the reaction mixture was stirred at room temperature overnight. The reaction mixture was filtered and the solvents removed in vacuo. The residue was chromatographed on silica gel eluting with n-heptane/ethyl acetate (1/1). Yield 295 mg. MS (ES+): m/e=506.2 (... Reactants: C1(=CC=C(C=C1)S(=O)(=O)Cl)C (4-toluenesulfonyl chloride), C(C)(C)N(CC)C(C)C (diisopropylethylamine), C(C)OC(CCCOC1=CC=C(C=C1)C[C@@H](C(=O)OC(C)(C)C)N)=O (4-[4-((2S)-2-amino-2-tert-butoxycarbonyl-ethyl)-phenoxy]-butyric acid ethyl ester). Reaction conditions: temperature 0 celsius, time 8 hour. RXN SMILES: [CH2:1]([O:3][C:4](=[O:25])[CH2:5][CH2:6][CH2:7][O:8][C:9]1[CH:14]=[CH:13][C:12]([CH2:15][C@H:16]([NH2:24])[C:17]([O:19][C:20]([CH3:23])([CH3:22])[CH3:21])=[O:18])=[CH:11][CH:10]=1)[CH3:2].[C:26]1([CH3:36])[CH:31]=[CH:30][C:29]([S:32](Cl)(=[O:34])=[O:33])=[CH:28][CH:27]=1.C(N(C(C)C)CC)(C)C>CN(C=O)C>[CH2:1]([O:3][C:4](=[O:25])[CH2:5][CH2:6][CH2:7][O:8][C:9]1[CH:10]=[CH:11][C:12]([CH2:15][C@@H:16]([C:17]([O:19][C:20]([CH3:21])([CH3:23])[CH3:22])=[O:18])[NH:24][S:32]([C:29]2[CH:30]=[CH:31][C:26]([CH3:36])=[CH:27][CH:28]=2)(=[O:34])=[O:33])=[CH:13][CH:14]=1)[CH3:2]. Product: C(C)OC(CCCOC1=CC=C(C=C1)C[C@H](NS(=O)(=O)C1=CC=C(C=C1)C)C(=O)OC(C)(C)C)=O (4-{4-[(2S)-2-tert-Butoxycarbonyl-2-(toluene-4-sulfonylamino)-ethyl]-phenoxy}-butyric acid ethyl ester). The solvent is CN(C)C=O (DMF).